This data is from the Open Reaction Database (ORD), a public repository of structured organic reaction records. The task is: describe an organic reaction: reactants, conditions, products, and yield The reactants are Cl (HCl), C([O-])(O)=O.[Na+] (sodium bicarbonate), C(C1=CC=CC=C1)OC(=O)N[C@@H]1C(N(CC1)C1CCC2(OCCO2)CC1)=O (8-((3S)-3-(Benzyloxycarbonylamino)-2-oxopyrrolidin-1-yl)-1,4-dioxaspiro[4.5]decane), C1(=CC=C(C=C1)S(=O)(=O)O)C (p-toluene sulfonic acid). Solvent: CC(=O)C (acetone), CC(=O)C (acetone). Yields the product O=C1N(CC[C@@H]1NC(OCC1=CC=CC=C1)=O)C1CCC(CC1)=O (benzyl (3S)-2-oxo-1-(4-oxocyclohexyl)-pyrrolidin-3-ylcarbamate). Isolated yield 100.8%. RXN SMILES: [CH2:1]([O:8][C:9]([NH:11][C@H:12]1[CH2:16][CH2:15][N:14]([CH:17]2[CH2:26][CH2:25][C:20]3(OCC[O:21]3)[CH2:19][CH2:18]2)[C:13]1=[O:27])=[O:10])[C:2]1[CH:7]=[CH:6][CH:5]=[CH:4][CH:3]=1.C1(C)C=CC(S(O)(=O)=O)=CC=1.Cl.C(=O)(O)[O-].[Na+]>CC(C)=O>[O:27]=[C:13]1[C@@H:12]([NH:11][C:9](=[O:10])[O:8][CH2:1][C:2]2[CH:7]=[CH:6][CH:5]=[CH:4][CH:3]=2)[CH2:16][CH2:15][N:14]1[CH:17]1[CH2:26][CH2:25][C:20](=[O:21])[CH2:19][CH2:18]1 |f:3.4|. Reported procedure: 8-((3S)-3-(Benzyloxycarbonylamino)-2-oxopyrrolidin-1-yl)-1,4-dioxaspiro[4.5]decane (2.70 g, 7.21 mmol, 1 eq.) and p-toluene sulfonic acid (0.14 g, 0.721 mmol, 0.1 eq.) were dissolved in acetone (20 mL) at room temperature. Refluxed for 4 hours. Reaction was not complete by TLC. Added 1 N HCl (10 mL). Refluxed for 10 minutes. Stripped off the acetone. Added saturated sodium bicarbonate (25 mL). Extracted 3 times with methylene chloride (25 mL). The organic layers were combined, dried over sodium ...